From a dataset of the Open Reaction Database (ORD), a public repository of structured organic reaction records. describe an organic reaction: reactants, conditions, products, and yield The reactants are ClCC(=O)NC=1SC=C(N1)C(C(=O)N[C@@H]1C(N[C@@H]1CO)=O)=NOC (cis-3-[2-(2-chloroacetamido-4-thiazolyl)-2-methoxyiminoacetamido]-4-hydroxymethyl-2-oxoazetidine), ClCC(=O)Cl (chloroacetyl chloride), N1=CC=CC=C1 (pyridine), ice sodium chloride. Solvent: C(Cl)Cl (methylene chloride), CN(C=O)C (N,N-dimethylformamide). Yields the product ClCC(=O)NC=1SC=C(N1)C(C(=O)N[C@@H]1C(N[C@@H]1COC(CCl)=O)=O)=NOC (cis-3-[2-(2-chloroacetamido-4-thiazolyl)-2-methoxyiminoacetamido]-4-chloroacetoxymethyl-2-oxoazetidine). RXN SMILES: [Cl:1][CH2:2][C:3]([NH:5][C:6]1[S:7][CH:8]=[C:9]([C:11](=[N:22][O:23][CH3:24])[C:12]([NH:14][C@H:15]2[C@@H:18]([CH2:19][OH:20])[NH:17][C:16]2=[O:21])=[O:13])[N:10]=1)=[O:4].N1C=CC=CC=1.[Cl:31][CH2:32][C:33](Cl)=[O:34]>C(Cl)Cl.CN(C)C=O>[Cl:1][CH2:2][C:3]([NH:5][C:6]1[S:7][CH:8]=[C:9]([C:11](=[N:22][O:23][CH3:24])[C:12]([NH:14][C@H:15]2[C@@H:18]([CH2:19][O:20][C:33](=[O:34])[CH2:32][Cl:31])[NH:17][C:16]2=[O:21])=[O:13])[N:10]=1)=[O:4]. Procedure details: In a mixture of 17 ml of methylene chloride and 6 ml of N,N-dimethylformamide is dissolved 172 mg of cis-3-[2-(2-chloroacetamido-4-thiazolyl)-2-methoxyiminoacetamido]-4-hydroxymethyl-2-oxoazetidine (syn-isomer), followed by addition of 0.2 ml of pyridine. While the mixture is cooled with ice-sodium chloride mixture and stirred, 0.12 ml of chloroacetyl chloride is added dropwise. The mixture is stirred under cooling for 30 minutes and the solvent is distilled off. To the residue are added aqueous... The reactants are Cc1cc(C#C[Si](C)(C)C)ccn1, Cc1cc(C#Cc2c[nH]c(C)n2)ccn1, CC(C)c1ncc(I)[nH]1. Product: Cc1cc(C#Cc2c[nH]c(C(C)C)n2)ccn1. Reaction SMILES: [CH3:16][c:17]1[n:18][cH:19][cH:20][c:21]([C:23]#[C:24][Si:25]([CH3:26])([CH3:27])[CH3:28])[cH:22]1.[CH3:1][c:2]1[cH:3][c:4]([C:5]#[C:6][c:7]2[n:8][c:9]([CH3:10])[nH:11][cH:12]2)[cH:13][cH:14][n:15]1.[I:29][c:30]1[cH:31][n:32][c:33]([CH:35]([CH3:36])[CH3:37])[nH:34]1>>[CH3:16][c:17]1[n:18][cH:19][cH:20][c:21]([C:23]#[C:24][c:30]2[cH:31][nH:32][c:33]([CH:35]([CH3:36])[CH3:37])[n:34]2)[cH:22]1.